This data is from the Open Reaction Database (ORD), a public repository of structured organic reaction records. The task is: describe an organic reaction: reactants, conditions, products, and yield The reactants are [Al+3], CCC(C)(CC)OC(=O)OP(C)(=O)[O-], COc1ccc(C2CCNCC2)cc1OC, [H-], [H-], [H-], [H-], [Li+], COc1ccc(C2CCN(C(=O)CC3CCNc4ccccc43)CC2)cc1OC, O=C1CCNc2ccccc21. The product is COc1ccc(C2CCN(CCC3CCNc4ccccc43)CC2)cc1OC. As a reaction SMILES: [Al+3:72].[CH3:41][P:42]([O:43][C:44]([O:45][C:46]([CH2:47][CH3:48])([CH2:49][CH3:50])[CH3:51])=[O:52])(=[O:53])[O-:54].[CH3:55][O:56][c:57]1[cH:58][c:59]([CH:60]2[CH2:61][CH2:62][NH:63][CH2:64][CH2:65]2)[cH:66][cH:67][c:68]1[O:69][CH3:70].[H-:71].[H-:74].[H-:75].[H-:76].[Li+:73].[NH:1]1[CH2:2][CH2:3][CH:4]([CH2:11][C:12](=[O:13])[N:14]2[CH2:15][CH2:16][CH:17]([c:20]3[cH:21][c:22]([O:28][CH3:29])[c:23]([O:26][CH3:27])[cH:24][cH:25]3)[CH2:18][CH2:19]2)[c:5]2[cH:6][cH:7][cH:8][cH:9][c:10]21.[NH:30]1[c:31]2[c:32]([cH:33][cH:34][cH:35][cH:36]2)[C:37](=[O:38])[CH2:39][CH2:40]1>>[NH:1]1[CH2:2][CH2:3][CH:4]([CH2:11][CH2:12][N:14]2[CH2:15][CH2:16][CH:17]([c:20]3[cH:21][c:22]([O:28][CH3:29])[c:23]([O:26][CH3:27])[cH:24][cH:25]3)[CH2:18][CH2:19]2)[c:5]2[cH:6][cH:7][cH:8][cH:9][c:10]21. Starting materials: Cc1ccc(S(=O)(=O)NC(Cc2ccccc2)C(=O)Cl)cc1, CC(Cl)Cl, COC(=O)c1cc(C)c(C(O)c2cc(-n3ccnc3)ccc2C)c(C)c1, c1ccncc1. Product: COC(=O)c1cc(C)c(C(OC(=O)C(Cc2ccccc2)NS(=O)(=O)c2ccc(C)cc2)c2cc(-n3ccnc3)ccc2C)c(C)c1. Reaction SMILES: [CH3:27][c:28]1[cH:29][cH:30][c:31]([S:34](=[O:35])(=[O:36])[NH:37][CH:38]([C:39](=[O:40])[Cl:41])[CH2:42][c:43]2[cH:44][cH:45][cH:46][cH:47][cH:48]2)[cH:32][cH:33]1.[Cl:49][CH:50]([Cl:51])[CH3:52].[OH:1][CH:2]([c:3]1[c:4]([CH3:14])[cH:5][cH:6][c:7](-[n:9]2[cH:10][n:11][cH:12][cH:13]2)[cH:8]1)[c:15]1[c:16]([CH3:26])[cH:17][c:18]([C:19](=[O:20])[O:21][CH3:22])[cH:23][c:24]1[CH3:25].[cH:53]1[cH:54][cH:55][n:56][cH:57][cH:58]1>>[O:1]([CH:2]([c:3]1[c:4]([CH3:14])[cH:5][cH:6][c:7](-[n:9]2[cH:10][n:11][cH:12][cH:13]2)[cH:8]1)[c:15]1[c:16]([CH3:26])[cH:17][c:18]([C:19](=[O:20])[O:21][CH3:22])[cH:23][c:24]1[CH3:25])[C:39]([CH:38]([NH:37][S:34]([c:31]1[cH:30][cH:29][c:28]([CH3:27])[cH:33][cH:32]1)(=[O:35])=[O:36])[CH2:42][c:43]1[cH:44][cH:45][cH:46][cH:47][cH:48]1)=[O:40]. Starting materials: BrC1=CC=C(C=C1)OCCCCCCCCCC (1-Bromo-4-decyloxybenzene), C(CCCCCCC)OC1=CC=C(C=C1)B(O)O (4-Octyloxyphenylboronic acid), C(CCC)[Li] (n-butyllithium), B(OC)(OC)OC (trimethyl borate). Run in C1CCOC1 (THF), C1CCOC1 (THF). The product is C(CCCCCCCCC)OC1=CC=C(C=C1)B(O)O (4-Decyloxyphenylboronic acid). As a reaction SMILES: Br[C:2]1[CH:7]=[CH:6][C:5]([O:8][CH2:9][CH2:10][CH2:11][CH2:12][CH2:13][CH2:14][CH2:15][CH2:16][CH2:17][CH3:18])=[CH:4][CH:3]=1.C([Li])CCC.[B:24](OC)([O:27]C)[O:25]C.C(OC1C=CC(B(O)O)=CC=1)CCCCCCC>C1COCC1>[CH2:9]([O:8][C:5]1[CH:6]=[CH:7][C:2]([B:24]([OH:27])[OH:25])=[CH:3][CH:4]=1)[CH2:10][CH2:11][CH2:12][CH2:13][CH2:14][CH2:15][CH2:16][CH2:17][CH3:18]. Procedure: Quantities: compound 28 (9.39 g, 0.03 mol) in anhydrous THF (100 ml), n-butyllithium (12.1 ml, 2.5M in hexane, 0.03 mol), trimethyl borate (6.24 g, 0.066 mol) in anhydrous THF (20 ml). The experimental procedure was as described for the preparation of compound 33.